From a dataset of the Open Reaction Database (ORD), a public repository of structured organic reaction records. describe an organic reaction: reactants, conditions, products, and yield RXN SMILES: [Br:1][c:2]1[s:3][c:4]([C:8](=[O:9])[NH:10][CH2:11][c:12]2[cH:13][n:14][cH:15][cH:16][cH:17]2)[c:5]([CH3:7])[n:6]1.[CH2:18]([c:19]1[cH:20][cH:21][cH:22][cH:23][cH:24]1)[O:25][CH2:26][n:27]1[n:28][c:29]([Sn:32]([CH2:33][CH2:34][CH2:35][CH3:36])([CH2:37][CH2:38][CH2:39][CH3:40])[CH2:41][CH2:42][CH2:43][CH3:44])[n:30][n:31]1.[CH3:45][c:46]1[cH:47][cH:48][cH:49][cH:50][cH:51]1.[Cu:52][I:53].[cH:54]1[cH:55][cH:56][c:57]([P:58]([Pd:59]([P:60]([c:61]2[cH:62][cH:63][cH:64][cH:65][cH:66]2)([c:67]2[cH:68][cH:69][cH:70][cH:71][cH:72]2)[c:73]2[cH:74][cH:75][cH:76][cH:77][cH:78]2)([P:79]([c:80]2[cH:81][cH:82][cH:83][cH:84][cH:85]2)([c:86]2[cH:87][cH:88][cH:89][cH:90][cH:91]2)[c:92]2[cH:93][cH:94][cH:95][cH:96][cH:97]2)[P:98]([c:99]2[cH:100][cH:101][cH:102][cH:103][cH:104]2)([c:105]2[cH:106][cH:107][cH:108][cH:109][cH:110]2)[c:111]2[cH:112][cH:113][cH:114][cH:115][cH:116]2)([c:117]2[cH:118][cH:119][cH:120][cH:121][cH:122]2)[c:123]2[cH:124][cH:125][cH:126][cH:127][cH:128]2)[cH:129][cH:130]1>>[c:2]1(-[c:29]2[n:28][n:27]([CH2:26][O:25][CH2:18][c:19]3[cH:20][cH:21][cH:22][cH:23][cH:24]3)[n:31][n:30]2)[s:3][c:4]([C:8](=[O:9])[NH:10][CH2:11][c:12]2[cH:13][n:14][cH:15][cH:16][cH:17]2)[c:5]([CH3:7])[n:6]1. Product: Cc1nc(-c2nnn(COCc3ccccc3)n2)sc1C(=O)NCc1cccnc1. The reactants are Cc1nc(Br)sc1C(=O)NCc1cccnc1, CCCC[Sn](CCCC)(CCCC)c1nnn(COCc2ccccc2)n1, Cc1ccccc1, [Cu]I, c1ccc(P(c2ccccc2)(c2ccccc2)[Pd](P(c2ccccc2)(c2ccccc2)c2ccccc2)(P(c2ccccc2)(c2ccccc2)c2ccccc2)P(c2ccccc2)(c2ccccc2)c2ccccc2)cc1.